Dataset: the Open Reaction Database (ORD), a public repository of structured organic reaction records. Task: describe an organic reaction: reactants, conditions, products, and yield The reactants are Cc1cc(C(=O)O)cc(Cl)n1, COc1ccc(N)cn1. The reagents and catalysts are C1CCN(C1)C(=[N+]2CCCC2)F.F[P-](F)(F)(F)(F)F (BTFFH), CCN(C(C)C)C(C)C (DIPEA). Run in CN(C)C=O (DMF), CN(C)C=O (DMF), CN(C)C=O (DMF), CN(C)C=O (DMF), CN(C)C=O (DMF), CN(C)C=O (DMF). Reaction conditions: temperature 25 celsius, time 2 hour. Product: COc1ccc(NC(=O)c2cc(C)nc(Cl)c2)cn1. Isolated yield 6.3%. Reaction SMILES: COc1ccc(N)cn1.Cc1cc(C(=O)O)cc(Cl)n1.C1CCN(C1)C(=[N+]2CCCC2)F.F[P-](F)(F)(F)(F)F.CCN(C(C)C)C(C)C.CN(C)C=O>>COc1ccc(NC(=O)c2cc(C)nc(Cl)c2)cn1. Product: CN1CS(=O)c2cc(CCBr)ccc21. Reactants: CC[SiH](CC)CC, CN1CS(=O)c2cc(C(=O)CBr)ccc21, O, O=C(O)C(F)(F)F. Reaction SMILES: [CH2:16]([SiH:17]([CH2:18][CH3:19])[CH2:20][CH3:21])[CH3:22].[CH3:1][N:2]1[CH2:3][S:4](=[O:15])[c:5]2[c:6]1[cH:7][cH:8][c:9]([C:11]([CH2:12][Br:13])=[O:14])[cH:10]2.[OH2:23].[OH:24][C:25]([C:26]([F:27])([F:28])[F:29])=[O:30]>>[CH3:1][N:2]1[CH2:3][S:4](=[O:15])[c:5]2[c:6]1[cH:7][cH:8][c:9]([CH2:11][CH2:12][Br:13])[cH:10]2. Reactants: CC(=O)O[BH-](OC(C)=O)OC(C)=O, CC(=O)O, CN(C)C=O, CC=O, O=c1[nH]ccc2cc(OC3CCCNC3)ccc12, [Na+]. Product: CCN1CCCC(Oc2ccc3c(=O)[nH]ccc3c2)C1. Reaction SMILES: [C:1]([CH3:2])([O:3][BH-:4]([O:5][C:6](=[O:7])[CH3:8])[O:9][C:10](=[O:11])[CH3:12])=[O:13].[CH3:33][C:34](=[O:35])[OH:36].[CH3:40][N:41]([CH3:42])[CH:43]=[O:44].[CH:37](=[O:38])[CH3:39].[NH:15]1[CH2:16][CH:17]([O:21][c:22]2[cH:23][c:24]3[cH:25][cH:26][nH:27][c:28](=[O:32])[c:29]3[cH:30][cH:31]2)[CH2:18][CH2:19][CH2:20]1.[Na+:14]>>[CH2:1]([CH3:2])[N:15]1[CH2:16][CH:17]([O:21][c:22]2[cH:23][c:24]3[cH:25][cH:26][nH:27][c:28](=[O:32])[c:29]3[cH:30][cH:31]2)[CH2:18][CH2:19][CH2:20]1. Starting materials: Br, CCOC(=O)c1csc(Nc2ccc(OC)c(OC)c2)n1, O=C(Cl)c1ccccc1Cl, ClCCl. Product: CCOC(=O)c1csc(N(C(=O)c2ccccc2Cl)c2ccc(OC)c(OC)c2)n1. Reaction SMILES: [BrH:22].[CH2:1]([CH3:2])[O:3][C:4](=[O:5])[c:6]1[n:7][c:8]([NH:11][c:12]2[cH:13][c:14]([O:20][CH3:21])[c:15]([O:18][CH3:19])[cH:16][cH:17]2)[s:9][cH:10]1.[Cl:23][C:24](=[O:25])[c:26]1[cH:27][cH:28][cH:29][cH:30][c:31]1[Cl:32].[Cl:33][CH2:34][Cl:35]>>[CH2:1]([CH3:2])[O:3][C:4](=[O:5])[c:6]1[n:7][c:8]([N:11]([c:12]2[cH:13][c:14]([O:20][CH3:21])[c:15]([O:18][CH3:19])[cH:16][cH:17]2)[C:24](=[O:25])[c:26]2[cH:27][cH:28][cH:29][cH:30][c:31]2[Cl:32])[s:9][cH:10]1. Reactants: ClC1=C(C=CC=C1)C(C)=O (2'-chloroacetophenone), CN (methylamine), powder. Procedure: A mixture of 2'-chloroacetophenone (309 g), industrial methylated spirit (252 ml), methylamine (33% w/w solution in industrial methylated spirit, 1085 ml) and copper lining powder (2.7 g) was stirred in a sealed pressure vessel for 3 hours at 80° C. The reaction vessel was allowed to cool to 40° and the mixture was washed out of the vessel with industrial methylated spirit (60 ml). The combined reaction mixture and washing were stirred at 50 to 55°, a solution of sodium sulphide trihydrate (6.6 ... RXN SMILES: Cl[C:2]1[CH:7]=[CH:6][CH:5]=[CH:4][C:3]=1[C:8](=[O:10])[CH3:9].[CH3:11][NH2:12]>[Cu].Cl>[CH3:11][NH:12][C:2]1[CH:7]=[CH:6][CH:5]=[CH:4][C:3]=1[C:8](=[O:10])[CH3:9]. Yields the product CNC1=C(C=CC=C1)C(C)=O (2'-(methylamino)acetophenone). Conditions: temperature 80 celsius, time 3 hour. The solvent is industrial methylated spirit, Cl (hydrochloric acid). The reagents and catalysts are [Cu] (copper). The reactants are NC=1C(=NC=CC1)C(=O)O (3-aminopicolinic acid), Cl.CNC (dimethylamine hydrogen chloride), C(CCl)Cl (EDC), C=1C=CC2=C(C1)N=NN2O (HOBt), CCN(C(C)C)C(C)C (DIEA). Solvent: CN(C)C=O (DMF). Reaction conditions: time 8 hour. Product: NC=1C(=NC=CC1)C(=O)N(C)C (3-amino-N,N-dimethylpicolinamide). Isolated yield 97.8%. As a reaction SMILES: [NH2:1][C:2]1[C:3]([C:8]([OH:10])=O)=[N:4][CH:5]=[CH:6][CH:7]=1.Cl.[CH3:12][NH:13][CH3:14].C(Cl)CCl.C1C=CC2N(O)N=NC=2C=1.CCN(C(C)C)C(C)C>CN(C=O)C>[NH2:1][C:2]1[C:3]([C:8]([N:13]([CH3:14])[CH3:12])=[O:10])=[N:4][CH:5]=[CH:6][CH:7]=1 |f:1.2|. Reported procedure: To the mixture of 3-aminopicolinic acid (0.32 g, 2.32 mmol), dimethylamine hydrogen chloride (0.227 g, 1.2 eq), EDC (0.667 g, 1.5 eq), HOBt (0.376 g, 1.2 eq) in DMF (10 mL) was added DIEA (2.0 mL, 5.0 eq). The mixture was stirred at room temperature overnight. The crude was concentrated and dissolved in EtOAc. It was washed with saturated NaHCO3. The solvent was removed and the crude was purified by silica gel chromatography (0%˜20% MeOH/DCM) to obtain the desired product 3-amino-N,N-dimethylpic...